This data is from the Open Reaction Database (ORD), a public repository of structured organic reaction records. The task is: describe an organic reaction: reactants, conditions, products, and yield Procedure: Palladium(II) chloride (112 mg) and copper(I) chloride (628 mg) were added to DMF-water (7:1, 8 mL), followed by stirring at room temperature under oxygen atmosphere for 1 hour. A solution of 1-(benzyloxy)-3-(pent-4-en-1-yloxy)benzene (1.70 g) in DMF (7 mL) was added dropwise to the reaction mixture, followed by vigorous stirring at room temperature for 2 hours. 0.5M Hydrochloric acid (60 mL) was added to the reaction mixture, followed by extraction with diethyl ether (100 mL). The organic layer... Starting materials: Cl (Hydrochloric acid), C(C1=CC=CC=C1)OC1=CC(=CC=C1)OCCCC=C (1-(benzyloxy)-3-(pent-4-en-1-yloxy)benzene), CN(C)C=O.O (DMF water). Reagents/catalysts: [Pd](Cl)Cl (Palladium(II) chloride), [Cu]Cl (copper(I) chloride). Conditions: time 1 hour. The product is C(C1=CC=CC=C1)OC=1C=C(OCCCC(C)=O)C=CC1 (5-[3-(benzyloxy)phenoxy]pentan-2-one). RXN SMILES: CN(C=[O:5])C.O.[CH2:7]([O:14][C:15]1[CH:20]=[CH:19][CH:18]=[C:17]([O:21][CH2:22][CH2:23][CH2:24][CH:25]=[CH2:26])[CH:16]=1)[C:8]1[CH:13]=[CH:12][CH:11]=[CH:10][CH:9]=1.Cl>CN(C=O)C.[Pd](Cl)Cl.[Cu]Cl>[CH2:7]([O:14][C:15]1[CH:16]=[C:17]([CH:18]=[CH:19][CH:20]=1)[O:21][CH2:22][CH2:23][CH2:24][C:25](=[O:5])[CH3:26])[C:8]1[CH:9]=[CH:10][CH:11]=[CH:12][CH:13]=1 |f:0.1|. Run in CN(C)C=O (DMF). Reactants: C1(CC1)N(C1=NN(C(=N1)C=O)C)C (3-(cyclopropyl(methyl)amino)-1-methyl-1H-1,2,4-triazole-5-carbaldehyde), [Cl-].CC1=NC=2N(C(=C1)C)N=C(N2)C[P+](C2=CC=CC=C2)(C2=CC=CC=C2)C2=CC=CC=C2 (((5,7-dimethyl-[1,2,4]triazolo[1,5-a]pyrimidin-2-yl)methyl)triphenylphosphonium chloride), C1CCC2=NCCCN2CC1 (DBU), crude material. Run in O1CCCC1 (tetrahydrofuran). Reaction conditions: temperature 25 celsius, time 18 hour. Yields the product C1(CC1)N(C)C1=NN(C(=N1)C=CC1=NN2C(N=C(C=C2C)C)=N1)C (Cyclopropyl-{5-[2-(5,7-dimethyl-[1,2,4]triazolo[1,5-a]pyrimidin-2-yl)-vinyl]-1-methyl-1H-[1,2,4]triazol-3-yl}-methyl-amine). Yield: 37.0%. RXN SMILES: [CH:1]1([N:4]([CH3:13])[C:5]2[N:9]=[C:8]([CH:10]=O)[N:7]([CH3:12])[N:6]=2)[CH2:3][CH2:2]1.[Cl-].[CH3:15][C:16]1[CH:21]=[C:20]([CH3:22])[N:19]2[N:23]=[C:24]([CH2:26][P+](C3C=CC=CC=3)(C3C=CC=CC=3)C3C=CC=CC=3)[N:25]=[C:18]2[N:17]=1.C1CCN2C(=NCCC2)CC1>O1CCCC1>[CH:1]1([N:4]([C:5]2[N:9]=[C:8]([CH:10]=[CH:26][C:24]3[N:25]=[C:18]4[N:17]=[C:16]([CH3:15])[CH:21]=[C:20]([CH3:22])[N:19]4[N:23]=3)[N:7]([CH3:12])[N:6]=2)[CH3:13])[CH2:3][CH2:2]1 |f:1.2|. Procedure details: To a solution of 3-(cyclopropyl(methyl)amino)-1-methyl-1H-1,2,4-triazole-5-carbaldehyde (45 mg, 250 μmol, Eq: 1.00) in tetrahydrofuran (2.3 ml) were added ((5,7-dimethyl-[1,2,4]triazolo[1,5-a]pyrimidin-2-yl)methyl)triphenylphosphonium chloride (115 mg, 250 μmol, Eq: 1.00) and DBU (95.0 mg, 94.1 μl, 624 μmol, Eq: 2.5). The resulting mixture was stirred for 18 hours at 25° C. TLC (Hep/EtOAC 1:1/UV 254 nm) showed no starting material left and new product spot. MS showed product peak also. The crude... Reactants: NC1=CC=C(C(=O)N(C2=CC=CC=C2)CCN2CCC(CC2)C(C2=CC=C(C=C2)F)=O)C=C1 (4-amino-N-{2-[4-(4-fluorobenzoyl)piperidino]ethyl}-N-(phenyl)benzamide), C(C)(=O)OC(C)=O (acetic anhydride). Yields the product C(C)(=O)NC1=CC=C(C(=O)N(C2=CC=CC=C2)CCN2CCC(CC2)C(C2=CC=C(C=C2)F)=O)C=C1 (4-Acetylamino-N-{2-[4-(4-fluorobenzoyl)piperidino]ethyl}-N-(phenyl)benzamide). The yield is 56.2%. As a reaction SMILES: [NH2:1][C:2]1[CH:33]=[CH:32][C:5]([C:6]([N:8]([CH2:15][CH2:16][N:17]2[CH2:22][CH2:21][CH:20]([C:23](=[O:31])[C:24]3[CH:29]=[CH:28][C:27]([F:30])=[CH:26][CH:25]=3)[CH2:19][CH2:18]2)[C:9]2[CH:14]=[CH:13][CH:12]=[CH:11][CH:10]=2)=[O:7])=[CH:4][CH:3]=1.[C:34](OC(=O)C)(=[O:36])[CH3:35]>>[C:34]([NH:1][C:2]1[CH:3]=[CH:4][C:5]([C:6]([N:8]([CH2:15][CH2:16][N:17]2[CH2:22][CH2:21][CH:20]([C:23](=[O:31])[C:24]3[CH:25]=[CH:26][C:27]([F:30])=[CH:28][CH:29]=3)[CH2:19][CH2:18]2)[C:9]2[CH:10]=[CH:11][CH:12]=[CH:13][CH:14]=2)=[O:7])=[CH:32][CH:33]=1)(=[O:36])[CH3:35]. Reported procedure: Using 4-amino-N-{2-[4-(4-fluorobenzoyl)piperidino]ethyl}-N-(phenyl)benzamide (503.8 mg, 1.13 mmol) and acetic anhydride (0.128 ml, 1.36 mmol), the procedure of Inventive Example 94 was repeated to obtain 309.9 mg (71.0%) of the title compound in a light brown amorphous form. The reactants are O=C([O-])[O-], CCc1cc(O)cc(C)c1OCCCCOc1ccc(C(F)(F)F)cn1, CN(C)C=O, ClCC=C(Cl)Cl, [K+], [K+]. The product is CCc1cc(OCC=C(Cl)Cl)cc(C)c1OCCCCOc1ccc(C(F)(F)F)cn1. Reaction SMILES: [C:27](=[O:28])([O-:29])[O-:30].[CH2:1]([CH3:2])[c:3]1[cH:4][c:5]([OH:26])[cH:6][c:7]([CH3:25])[c:8]1[O:9][CH2:10][CH2:11][CH2:12][CH2:13][O:14][c:15]1[n:16][cH:17][c:18]([C:21]([F:22])([F:23])[F:24])[cH:19][cH:20]1.[CH3:39][N:40]([CH3:41])[CH:42]=[O:43].[Cl:33][C:34](=[CH:35][CH2:36][Cl:37])[Cl:38].[K+:31].[K+:32]>>[CH2:1]([CH3:2])[c:3]1[cH:4][c:5]([O:26][CH2:36][CH:35]=[C:34]([Cl:33])[Cl:38])[cH:6][c:7]([CH3:25])[c:8]1[O:9][CH2:10][CH2:11][CH2:12][CH2:13][O:14][c:15]1[n:16][cH:17][c:18]([C:21]([F:22])([F:23])[F:24])[cH:19][cH:20]1.